Dataset: the Open Reaction Database (ORD), a public repository of structured organic reaction records. Task: describe an organic reaction: reactants, conditions, products, and yield The reactants are N1(C=NC=C1)C1=NC=C2C(=N1)N(C(N(C2=O)CC2=CC=C(C=C2)OC)=O)C(C)C (7-(imidazol-1-yl)-1-isopropyl-3-(4-methoxybenzyl)-1H-pyrimido[4,5-d]pyrimidine-2,4-dione), NC1=CC=C(C=C1)N1CCN(CC1)C (1-(4-aminophenyl)-4-methylpiperazine). The solvent is C(Cl)(Cl)Cl (chloroform). Run at temperature 180 celsius. Product: C(C)(C)N1C(N(C(C=2C1=NC(=NC2)NC2=CC=C(C=C2)N2CCN(CC2)C)=O)CC2=CC=C(C=C2)OC)=O (1-Isopropyl-3-(4-methoxybenzyl)-7-[4-(4-methylpiperazin-1-yl)phenylamino]-1H-pyrimido[4,5-d]pyrimidine-2,4-dione). Isolated yield 57.7%. RXN SMILES: [N:1]1([C:6]2[N:11]=[C:10]3[N:12]([CH:27]([CH3:29])[CH3:28])[C:13](=[O:26])[N:14]([CH2:17][C:18]4[CH:23]=[CH:22][C:21]([O:24][CH3:25])=[CH:20][CH:19]=4)[C:15](=[O:16])[C:9]3=[CH:8][N:7]=2)C=CN=C1.N[C:31]1[CH:36]=[CH:35][C:34]([N:37]2[CH2:42][CH2:41][N:40]([CH3:43])[CH2:39][CH2:38]2)=[CH:33][CH:32]=1>C(Cl)(Cl)Cl>[CH:27]([N:12]1[C:10]2=[N:11][C:6]([NH:1][C:31]3[CH:32]=[CH:33][C:34]([N:37]4[CH2:42][CH2:41][N:40]([CH3:43])[CH2:39][CH2:38]4)=[CH:35][CH:36]=3)=[N:7][CH:8]=[C:9]2[C:15](=[O:16])[N:14]([CH2:17][C:18]2[CH:23]=[CH:22][C:21]([O:24][CH3:25])=[CH:20][CH:19]=2)[C:13]1=[O:26])([CH3:29])[CH3:28]. Procedure: A mixture of 700 mg (1.78 mmol) of 7-(imidazol-1-yl)-1-isopropyl-3-(4-methoxybenzyl)-1H-pyrimido[4,5-d]pyrimidine-2,4-dione and 1.02 g (5.35 mmol) of 1-(4-aminophenyl)-4-methylpiperazine is heated at 180° C. for 2 hours. The reaction mixture is cooled, dissolved into chloroform, and chromatographed on silica eluting with 5:95 methanol/chloroform. The resulting material is crystallized from methanol/water to give 530 mg (58%) of the title compound: mp 215-216° C. Reactants: BrCC(=O)OC(C)(C)C (tert-butyl bromoacetate), FC(CN)(F)F (2,2,2-trifluoroethylamine). The product is FC(CNCC(=O)OC(C)(C)C)(F)F (tert-butyl 2-(2,2,2-trifluoroethylamino)acetate). The yield is 74.0%. RXN SMILES: Br[CH2:2][C:3]([O:5][C:6]([CH3:9])([CH3:8])[CH3:7])=[O:4].[F:10][C:11]([F:15])([F:14])[CH2:12][NH2:13]>>[F:10][C:11]([F:15])([F:14])[CH2:12][NH:13][CH2:2][C:3]([O:5][C:6]([CH3:9])([CH3:8])[CH3:7])=[O:4]. Reported procedure: The subtitled compound was synthesized by the method of example 15 step (i) from tert-butyl bromoacetate (13.6 g) and 2,2,2-trifluoroethylamine (8.9 g). The sub-title compound (11 g) was obtained as a colourless oil; 1H NMR (300 MHz, CDCl3); 3.39 (2H, s), 3.20 (2H, q, J=9.4 Hz), 1.44 (9H, s). Reactants: CC(=O)OC(C)=O, CC1CN(c2ccc(C#N)c(C(F)(F)F)c2)C(C)CN1C(=O)Nc1ccnc(N)n1, c1ccncc1. Yields the product CC(=O)Nc1nccc(NC(=O)N2CC(C)N(c3ccc(C#N)c(C(F)(F)F)c3)CC2C)n1. Reaction SMILES: [CH3:1][C:2]([O:3][C:5]([CH3:6])=[O:7])=[O:4].[NH2:8][c:9]1[n:10][cH:11][cH:12][c:13]([NH:15][C:16](=[O:17])[N:18]2[CH:19]([CH3:37])[CH2:20][N:21]([c:25]3[cH:26][c:27]([C:33]([F:34])([F:35])[F:36])[c:28]([C:31]#[N:32])[cH:29][cH:30]3)[CH:22]([CH3:24])[CH2:23]2)[n:14]1.[cH:38]1[cH:39][cH:40][n:41][cH:42][cH:43]1>>[C:5]([CH3:6])(=[O:7])[NH:8][c:9]1[n:10][cH:11][cH:12][c:13]([NH:15][C:16](=[O:17])[N:18]2[CH:19]([CH3:37])[CH2:20][N:21]([c:25]3[cH:26][c:27]([C:33]([F:34])([F:35])[F:36])[c:28]([C:31]#[N:32])[cH:29][cH:30]3)[CH:22]([CH3:24])[CH2:23]2)[n:14]1. The reactants are OC1=NC=CC=C1O (2,3-dihydroxypyridine), NC1=CC=CC=C1 (aniline), C(C)(=O)C1=CC=C(N)C=C1 (p-acetylaniline), NaIO3. The solvent is O.CC(=O)C (water acetone). Conditions: time 2 hour. The product is C1(=CC=CC=C1)NC1=CC(C(N=C1NC1=CC=CC=C1)=O)=O (5,6-diphenylamino-2,3-pyridindione). Isolated yield 23.0%. RXN SMILES: [OH:1][C:2]1[C:7]([OH:8])=[CH:6][CH:5]=[CH:4][N:3]=1.[NH2:9][C:10]1[CH:15]=[CH:14][CH:13]=[CH:12][CH:11]=1.C([C:19]1[CH:25]=[CH:24][C:22]([NH2:23])=[CH:21][CH:20]=1)(=O)C>O.CC(C)=O>[C:10]1([NH:9][C:5]2[C:4]([NH:23][C:22]3[CH:24]=[CH:25][CH:19]=[CH:20][CH:21]=3)=[N:3][C:2](=[O:1])[C:7](=[O:8])[CH:6]=2)[CH:15]=[CH:14][CH:13]=[CH:12][CH:11]=1 |f:3.4|. Procedure details: 2,3-dihydroxypyridine (0.0027 mol), aniline (0.0027 mol), p-acetylaniline (0.0027 mol), and NaIO3 (0.0009 mol) were dissolved in 160 ml water/acetone (80:1, v/v) solvent. The reaction mixture was stirred for 2 hours, and maintained still overnight. The product mixture was filtered, and passed through a silica gel column (200-400 mesh). The final product was 5-p-acetylphenylamino-6-phenylamino-2,3-pyridindione in yellow powder. The yield was 23%-45%. 5,6-diphenylamino-2,3-pyridindione can also be... The reactants are C=1N=C(C2=C(N1)N(C=N2)[C@H]3[C@@H]([C@@H]([C@H](O3)COP(=O)(O)OP(=O)(O)OC[C@@H]4[C@H]([C@H]([C@@H](O4)N5C=CCC(=C5)C(=O)N)O)O)O)O)N (NADH), C=1N=C(C2=C(N1)N(C=N2)[C@H]3[C@@H]([C@@H]([C@H](O3)COP(=O)(O)OP(=O)(O)OC[C@@H]4[C@H]([C@H]([C@@H](O4)N5C=CCC(=C5)C(=O)N)O)O)O)OP(=O)(O)O)N (NADPH), N[C@@H](CCC(=O)[O-])C(=O)[O-] (glutamate). Product: C1=CC=C2C(=C1)C(=CN2)C[C@](C[C@@H](C(=O)O)N)(C(=O)O)O (monatin). As a reaction SMILES: C1N=C(N)C2N=CN([C@@H]3O[C@H](COP(OP(OC[C@H]4O[C@@H:29]([N:31]5[CH:36]=[C:35]([C:37](N)=O)[CH2:34][CH:33]=[CH:32]5)[C@H:28](O)[C@@H:27]4O)(O)=O)(O)=O)[C@@H](O)[C@H]3O)C=2N=1.C1N=C(N)C2N=CN([C@@H]3[O:58][C@H](COP(OP(OC[C@H]4O[C@@H](N5C=C(C(N)=O)CC=C5)[C@H](O)[C@@H]4O)(O)=O)(O)=O)[C@@H](O)[C@H]3OP(O)(O)=O)C=2N=1.[NH2:93][C@H:94]([C:100]([O-:102])=[O:101])[CH2:95][CH2:96][C:97]([O-:99])=[O:98]>>[CH:32]1[CH:33]=[C:34]2[C:35]([CH2:37][C@@:96]([OH:58])([C:97]([OH:99])=[O:98])[CH2:95][C@H:94]([NH2:93])[C:100]([OH:102])=[O:101])=[CH:36][NH:31][C:29]2=[CH:28][CH:27]=1. Procedure details: Production of monatin from indole-3-pyruvate and pyruvate, using BioCatalytics amino acid dehydrogenase enzymes coupled with the C. testosteroni ProA aldolase, was assayed under the following conditions: 6-7 mg/ml dehydrogenase enzyme, 5 mg NADH or NADPH, 50 μg aldolase (unpurified, see Example 7), 3 mM potassium phosphate buffer, 2 mM MgCl2, 4 mg indole-3-pyruvate, and 20 mg pyruvate were added to one mL of AADH reaction buffer (100 mM bicarbonate, pH 9.5, 200 mM NH4Cl). Negative controls conta... Reactants: C(=O)(O)C(=O)O.O.O (HO2CCO2H.2H2O), ClC=1C=C(C=CC1Cl)N1N=CC=2C(CCCC12)CCN1CCC(CC1)C1=CC=CC=C1 (1-(3,4-dichlorophenyl)-4,5,6,7-tetrahydro-4-(2-(4-phenylpiperidin-1-yl)ethyl)-1H-indazole). Run in CC(=O)C (acetone). The product is C(C(=O)O)(=O)O.ClC=1C=C(C=CC1Cl)N1N=CC=2C(CCCC12)CCN1CCC(CC1)C1=CC=CC=C1 (1-(3,4-dichlorophenyl)-4,5,6,7-tetrahydro-4-(2-(4-phenylpiperidin-1-yl)ethyl)-1H-indazole oxalate). Isolated yield 74.2%. As a reaction SMILES: [C:1]([C:4]([OH:6])=[O:5])([OH:3])=[O:2].O.O.[Cl:9][C:10]1[CH:11]=[C:12]([N:17]2[C:25]3[CH2:24][CH2:23][CH2:22][CH:21]([CH2:26][CH2:27][N:28]4[CH2:33][CH2:32][CH:31]([C:34]5[CH:39]=[CH:38][CH:37]=[CH:36][CH:35]=5)[CH2:30][CH2:29]4)[C:20]=3[CH:19]=[N:18]2)[CH:13]=[CH:14][C:15]=1[Cl:16]>CC(C)=O>[C:4]([OH:6])(=[O:5])[C:1]([OH:3])=[O:2].[Cl:9][C:10]1[CH:11]=[C:12]([N:17]2[C:25]3[CH2:24][CH2:23][CH2:22][CH:21]([CH2:26][CH2:27][N:28]4[CH2:29][CH2:30][CH:31]([C:34]5[CH:35]=[CH:36][CH:37]=[CH:38][CH:39]=5)[CH2:32][CH2:33]4)[C:20]=3[CH:19]=[N:18]2)[CH:13]=[CH:14][C:15]=1[Cl:16] |f:0.1.2,5.6|. Reported procedure: HO2CCO2H.2H2O (40 mg, 0.32 mmol) is added to a solution of 1-(3,4-dichlorophenyl)-4,5,6,7-tetrahydro-4-(2-(4-phenylpiperidin-1-yl)ethyl)-1H-indazole (140 mg, 0.31 mmol) in 4 mL of acetone, giving 1-(3,4-dichlorophenyl)-4,5,6,7-tetrahydro-4-(2-(4-phenylpiperidin-1-yl)ethyl)-1H-indazole oxalate (125 mg, 0.23 mmol, 74%, white solid). The reactants are [N+](=O)(O)[O-].[N+](=O)([O-])OCCN (N-(2-nitrooxyethyl)-amine nitrate), C(C1=CC=CC=C1)C1C(NC(S1)=O)C(=O)O (5-benzyl-2-oxothiazolidine-4-carboxylic acid). Product: [N+](=O)([O-])OCCNC(=O)C1NC(SC1CC1=CC=CC=C1)=O (N-(2-Nitrooxyethyl)-5-benzyl-2-oxothiazolidine-4-carboxamide). Yield: 64.2%. RXN SMILES: [N+]([O-])(O)=O.[N+:5]([O:8][CH2:9][CH2:10][NH2:11])([O-:7])=[O:6].[CH2:12]([CH:19]1[S:23][C:22](=[O:24])[NH:21][CH:20]1[C:25](O)=[O:26])[C:13]1[CH:18]=[CH:17][CH:16]=[CH:15][CH:14]=1>>[N+:5]([O:8][CH2:9][CH2:10][NH:11][C:25]([CH:20]1[CH:19]([CH2:12][C:13]2[CH:14]=[CH:15][CH:16]=[CH:17][CH:18]=2)[S:23][C:22](=[O:24])[NH:21]1)=[O:26])([O-:7])=[O:6] |f:0.1|. Procedure: A procedure similar to that described in Example 1 was repeated, but using 210 mg of N-(2-nitrooxyethyl)-amine nitrate and 250 mg of 5-benzyl-2-oxothiazolidine-4-carboxylic acid, to obtain 220 mg of the title compound as pale yellow columnar crystals, melting at 123°124° C. (after recrystallization from ethanol). Reactants: C(C)(=O)OCC (ethyl acetate), CN(S(=O)(=O)C=1OC=2C(C1)=C(C=CC2OC)C(=O)O)C (2-dimethylsulfamyl-7-methoxybenzofuran-4-carboxylic acid), [N+](=O)([O-])C1=CC=C(C=C1)O (4-nitrophenol), Cl.CN(CCCN=C=NCC)C (1-(3-dimethylaminopropyl)-3-ethylcarbodiimide hydrochloride). The reagents and catalysts are CN(C1=CC=NC=C1)C (4-dimethylaminopyridine). The solvent is CCCCCC (hexane), ClCCl (dichloromethane). Yields the product [N+](=O)([O-])C1=CC=C(C=C1)OC(=O)C=1C=CC(=C2C1C=C(O2)S(N(C)C)(=O)=O)OC (2-Dimethylsulfamyl-7-methoxybenzofuran-4-carboxylic Acid 4-nitrophenyl Ester). Yield: 86.9%. As a reaction SMILES: [CH3:1][N:2]([CH3:20])[S:3]([C:6]1[O:7][C:8]2[C:9](=[C:11]([C:17]([OH:19])=[O:18])[CH:12]=[CH:13][C:14]=2[O:15][CH3:16])[CH:10]=1)(=[O:5])=[O:4].[N+:21]([C:24]1[CH:29]=[CH:28][C:27](O)=[CH:26][CH:25]=1)([O-:23])=[O:22].Cl.CN(C)CCCN=C=NCC.C(OCC)(=O)C>CN(C)C1C=CN=CC=1.ClCCl.CCCCCC>[N+:21]([C:24]1[CH:29]=[CH:28][C:27]([O:18][C:17]([C:11]2[CH:12]=[CH:13][C:14]([O:15][CH3:16])=[C:8]3[O:7][C:6]([S:3](=[O:5])(=[O:4])[N:2]([CH3:1])[CH3:20])=[CH:10][C:9]=23)=[O:19])=[CH:26][CH:25]=1)([O-:23])=[O:22] |f:2.3|. Procedure: Prepared from 2-dimethylsulfamyl-7-methoxybenzofuran-4-carboxylic acid (0.5 g), 4-nitrophenol (270 mg), 4-dimethylaminopyridine (11 mg) and 1-(3-dimethylaminopropyl)-3-ethylcarbodiimide hydrochloride (370 mg) in dichloromethane (30 ml). Trituration from ethyl acetate and hexane afforded the desired product as a cream solid (0.61 g). The reactants are formula XVI, COS(=O)(=O)[O-] (CH3SO4), NC1=C2C(=C(C=3C(C4=CC=CC=C4C(C13)=O)=O)N)C(=O)OC2=O (1,4-diaminoanthraquinone-2,3-dicarboxylic anhydride), CN(C)CCN (dimethylaminoethylamine). Solvent: C(C)(=O)O (acetic acid). Run at time 4 hour. The product is CN(C)CCN=C1C2=CC=CC=C2C(C=2C(=C(C(=C(C12)N)C(=O)O)C(=O)O)N)=O (1,4-diaminoanthraquinone-2,3-dicarboxylic acid dimethylaminoethylimide). RXN SMILES: C[O:2]S([O-])(=O)=O.[NH2:7][C:8]1[C:21]2[C:20](=O)[C:19]3[C:14](=[CH:15][CH:16]=[CH:17][CH:18]=3)[C:13](=[O:23])[C:12]=2[C:11]([NH2:24])=[C:10]2[C:25]([O:27][C:28](=[O:29])[C:9]=12)=[O:26].[CH3:30][N:31]([CH2:33][CH2:34][NH2:35])[CH3:32]>C(O)(=O)C>[CH3:30][N:31]([CH2:33][CH2:34][N:35]=[C:20]1[C:21]2[C:8]([NH2:7])=[C:9]([C:28]([OH:2])=[O:29])[C:10]([C:25]([OH:27])=[O:26])=[C:11]([NH2:24])[C:12]=2[C:13](=[O:23])[C:14]2[C:19]1=[CH:18][CH:17]=[CH:16][CH:15]=2)[CH3:32]. Reported procedure: Synthesis of a dye with formula XVI, R'=R"=CH3, n=2, A-=CH3SO4 was performed as described below. A solution of 1,4-diaminoanthraquinone-2,3-dicarboxylic anhydride (3.08 g) and dimethylaminoethylamine (1.32 g) in acetic acid (30 ml) is heated to boiling and boiled for 4 hours to form a reaction mixture. Then, the reaction mixture is cooled, and the resultant precipitate is filtered, washed with ethyl alcohol, and dried to yield 3.6 g of 1,4-diaminoanthraquinone-2,3-dicarboxylic acid dimethylamino...